The task is: describe an organic reaction: reactants, conditions, products, and yield. This data is from the Open Reaction Database (ORD), a public repository of structured organic reaction records. Reactants: C12C(C3CC(CC(C1)C3)C2)C(=O)O (adamantane-2-carboxylic acid), S(=O)(Cl)Cl (thionyl chloride), NN1C(=NC2=CC=CC=C2C1=O)C1=CC=CC=C1 (3-amino-2-phenylquinazolin-4(3H)-one), C(C)(C)N(CC)C(C)C (diisopropylethylamine). Run at time 2 hour. Product: O=C1N(C(=NC2=CC=CC=C12)C1=CC=CC=C1)NC(=O)C1C2CC3CC(CC1C3)C2 (N-(4-oxo-2-phenylquinazolin-3(4H)-yl)adamantane-2-carboxamide). Yield: 23.0%. As a reaction SMILES: [CH:1]12[CH2:10][CH:5]3[CH2:6][CH:7]([CH2:9][CH:3]([CH2:4]3)[CH:2]1[C:11](O)=[O:12])[CH2:8]2.S(Cl)(Cl)=O.[NH2:18][N:19]1[C:28](=[O:29])[C:27]2[C:22](=[CH:23][CH:24]=[CH:25][CH:26]=2)[N:21]=[C:20]1[C:30]1[CH:35]=[CH:34][CH:33]=[CH:32][CH:31]=1.C(N(C(C)C)CC)(C)C>>[O:29]=[C:28]1[C:27]2[C:22](=[CH:23][CH:24]=[CH:25][CH:26]=2)[N:21]=[C:20]([C:30]2[CH:35]=[CH:34][CH:33]=[CH:32][CH:31]=2)[N:19]1[NH:18][C:11]([CH:2]1[CH:1]2[CH2:10][CH:5]3[CH2:6][CH:7]([CH2:9][CH:3]1[CH2:4]3)[CH2:8]2)=[O:12]. Reported procedure: A solution of adamantane-2-carboxylic acid (110 mg, 0.61 mmol, prepared as described in J. Med. Chem, (2007), 50(1), 149-164) in thionyl chloride (1.5 mL, 20.6 mmol) was heated at 80° C. for 90 minutes and then cooled to room temperature and concentrated under vacuum. The residue was dissolved in CH2Cl2 (3 mL) and 3-amino-2-phenylquinazolin-4(3H)-one (145 mg, 0.61 mmol, Aldrich) and diisopropylethylamine (0.2 mL, 1.14 mmol) were added. The mixture was stirred at room temperature for 2 hours and ... The reactants are FC1=CC=C(C=C1)S(=O)(=O)N1[C@@H](CCCC1)C(=O)NCC(C)=O ((2S)-1-[(4-fluorophenyl)sulfonyl]-N2-(2-oxopropyl)-2-piperidinecarboxamide), COC=1C=CC(=CC1)P2(=S)SP(=S)(S2)C=3C=CC(=CC3)OC (Lawesson's reagent). Yields the product FC1=CC=C(C=C1)S(=O)(=O)N1[C@@H](CCCC1)C=1SC(=CN1)C ((2S)-1-[(4-fluorophenyl)sulfonyl]-2-(5-methyl-1,3-thiazol-2-yl)piperidine). Reaction SMILES: [F:1][C:2]1[CH:7]=[CH:6][C:5]([S:8]([N:11]2[CH2:16][CH2:15][CH2:14][CH2:13][C@H:12]2[C:17]([NH:19][CH2:20][C:21](=O)[CH3:22])=O)(=[O:10])=[O:9])=[CH:4][CH:3]=1.COC1C=CC(P2(SP(C3C=CC(OC)=CC=3)(=S)S2)=[S:33])=CC=1>>[F:1][C:2]1[CH:7]=[CH:6][C:5]([S:8]([N:11]2[CH2:16][CH2:15][CH2:14][CH2:13][C@H:12]2[C:17]2[S:33][C:21]([CH3:22])=[CH:20][N:19]=2)(=[O:10])=[O:9])=[CH:4][CH:3]=1. Procedure: The title compound was prepared by a similar method to Example 29 from (2S)-1-[(4-fluorophenyl)sulfonyl]-N2-(2-oxopropyl)-2-piperidinecarboxamide [see Preparation 81] and Lawesson's reagent. The crude product was purified by column chromatography on silica gel eluting with a solvent gradient of 100:0 changing to 75:25, by volume, hexane:ethyl acetate, in 5% increments, to afford (2S)-1-[(4-fluorophenyl)sulfonyl]-2-(5-methyl-1,3-thiazol-2-yl)piperidine as a white solid.